Dataset: the Open Reaction Database (ORD), a public repository of structured organic reaction records. Task: describe an organic reaction: reactants, conditions, products, and yield Reactants: S(=O)(=O)(O)O.NC=1N=C(NC(C1N)=O)C1=C(C=CC=C1)OCC(C)C (4,5-diamino-2-(2-isobutoxyphenyl)pyrimidin-6-one sulphate), C(=O)N (formamide). The product is C(C(C)C)OC1=C(C=CC=C1)C1=NC(C2=NC=NC2=N1)=O (2-(2-Isobutoxyphenyl)-6-purinone). As a reaction SMILES: S(O)(O)(=O)=O.[NH2:6][C:7]1[N:8]=[C:9]([C:15]2[CH:20]=[CH:19][CH:18]=[CH:17][C:16]=2[O:21][CH2:22][CH:23]([CH3:25])[CH3:24])[NH:10][C:11](=[O:14])[C:12]=1[NH2:13].[CH:26](N)=O>>[CH2:22]([O:21][C:16]1[CH:17]=[CH:18][CH:19]=[CH:20][C:15]=1[C:9]1[N:8]=[C:7]2[C:12](=[N:13][CH:26]=[N:6]2)[C:11](=[O:14])[N:10]=1)[CH:23]([CH3:25])[CH3:24] |f:0.1|. Reported procedure: In a similar manner to Example 1 reaction of 4,5-diamino-2-(2-isobutoxyphenyl)pyrimidin-6-one sulphate (1.4 g) with formamide (5 ml) afforded the title compound, 0.24 g, m.p. 272°-273° C., (recrystallised from ethanol). The reactants are COc1cc(NC(=N)SC)ccc1-n1cnc(C)n1, C=CCC(C(=O)O)c1ccc(F)cc1, I. The product is C=CCC(C(=O)N=C(Nc1ccc(-n2cnc(C)n2)c(OC)c1)SC)c1ccc(F)cc1. As a reaction SMILES: [CH3:1][O:2][c:3]1[cH:4][c:5]([NH:15][C:16](=[NH:17])[S:18][CH3:19])[cH:6][cH:7][c:8]1-[n:9]1[n:10][c:11]([CH3:14])[n:12][cH:13]1.[F:21][c:22]1[cH:23][cH:24][c:25]([CH:28]([C:29](=[O:30])[OH:31])[CH2:32][CH:33]=[CH2:34])[cH:26][cH:27]1.[IH:20]>>[CH3:1][O:2][c:3]1[cH:4][c:5]([NH:15][C:16](=[N:17][C:29]([CH:28]([c:25]2[cH:24][cH:23][c:22]([F:21])[cH:27][cH:26]2)[CH2:32][CH:33]=[CH2:34])=[O:30])[S:18][CH3:19])[cH:6][cH:7][c:8]1-[n:9]1[n:10][c:11]([CH3:14])[n:12][cH:13]1. Starting materials: O1C(=NC2=C1C=CC=C2)N(CCCOC2=CC=C(C=C2)OC)CC2=CC(=CC=C2)O[Si](C)(C)C(C)(C)C (N-(Benzoxazol-2-yl)-N-3-(4-methoxyphenoxy)propyl-3-tert-butyldimethylsilyloxybenzylamine), C([O-])([O-])=O.[Cs+].[Cs+] (cesium carbonate). Run in CN(C=O)C.O (N,N-dimethylformamide H2O). Run at time 3 hour. The product is O1C(=NC2=C1C=CC=C2)N(CCCOC2=CC=C(C=C2)OC)CC2=CC(=CC=C2)O (N-(Benzoxazol-2-yl)-N-3-(4-methoxyphenoxy)propyl-3-hydroxybenzylamine). Reaction SMILES: [O:1]1[C:5]2[CH:6]=[CH:7][CH:8]=[CH:9][C:4]=2[N:3]=[C:2]1[N:10]([CH2:23][C:24]1[CH:29]=[CH:28][CH:27]=[C:26]([O:30][Si](C(C)(C)C)(C)C)[CH:25]=1)[CH2:11][CH2:12][CH2:13][O:14][C:15]1[CH:20]=[CH:19][C:18]([O:21][CH3:22])=[CH:17][CH:16]=1.C(=O)([O-])[O-].[Cs+].[Cs+]>CN(C)C=O.O>[O:1]1[C:5]2[CH:6]=[CH:7][CH:8]=[CH:9][C:4]=2[N:3]=[C:2]1[N:10]([CH2:23][C:24]1[CH:29]=[CH:28][CH:27]=[C:26]([OH:30])[CH:25]=1)[CH2:11][CH2:12][CH2:13][O:14][C:15]1[CH:20]=[CH:19][C:18]([O:21][CH3:22])=[CH:17][CH:16]=1 |f:1.2.3,4.5|. Reported procedure: N-(Benzoxazol-2-yl)-N-3-(4-methoxyphenoxy)propyl-3-tert-butyldimethylsilyloxybenzylamine (1.9 g, 3.6 mmol) was dissolved in solvent mixture of N,N-dimethylformamide/H2O (10/1) (5.0 mL). Subsequently, cesium carbonate (1.2 g, 3.6 mmol) was added thereto. The mixture was stirred for 3 hours at room temperature, followed by concentration under reduced pressure. Hydrochloric acid (1.0 mol/L) was added thereto. The resultant mixture was extracted with ethyl acetate, followed by washing the organic la... Reactants: C1(CCCCC1)C1CCN(CC1)C(=O)C=1C=NC=2N(C1NC1=C(C=CC(=C1)C)C)N=CC2C(=O)O (6-(4-Cyclohexylpiperidine-1-carbonyl)-7-(2,5-dimethylphenylamino)pyrazolo[1,5-a]pyrimidine-3-carboxylic acid), C(C)S(=O)(=O)N (ethanesulfonamide). Yields the product C1(CCCCC1)C1CCN(CC1)C(=O)C=1C=NC=2N(C1NC1=C(C=CC(=C1)C)C)N=CC2C(=O)NS(=O)(=O)CC (N-[6-(4-Cyclohexylpiperidine-1-carbonyl)-7-(2,5-dimethylphenylamino)pyrazolo[1,5-a]pyrimidine-3-carbonyl]ethanesulfonamide). Isolated yield 55.1%. RXN SMILES: [CH:1]1([CH:7]2[CH2:12][CH2:11][N:10]([C:13]([C:15]3[CH:16]=[N:17][C:18]4[N:19]([N:30]=[CH:31][C:32]=4[C:33](O)=[O:34])[C:20]=3[NH:21][C:22]3[CH:27]=[C:26]([CH3:28])[CH:25]=[CH:24][C:23]=3[CH3:29])=[O:14])[CH2:9][CH2:8]2)[CH2:6][CH2:5][CH2:4][CH2:3][CH2:2]1.[CH2:36]([S:38]([NH2:41])(=[O:40])=[O:39])[CH3:37]>>[CH:1]1([CH:7]2[CH2:8][CH2:9][N:10]([C:13]([C:15]3[CH:16]=[N:17][C:18]4[N:19]([N:30]=[CH:31][C:32]=4[C:33]([NH:41][S:38]([CH2:36][CH3:37])(=[O:40])=[O:39])=[O:34])[C:20]=3[NH:21][C:22]3[CH:27]=[C:26]([CH3:28])[CH:25]=[CH:24][C:23]=3[CH3:29])=[O:14])[CH2:11][CH2:12]2)[CH2:2][CH2:3][CH2:4][CH2:5][CH2:6]1. Reported procedure: In the same manner as in Example 1, step 6 and using 6-(4-cyclohexylpiperidine-1-carbonyl)-7-(2,5-dimethylphenylamino)pyrazolo[1,5-a]pyrimidine-3-carboxylic acid (75 mg, 0.16 mmol) obtained in step 2 and ethanesulfonamide (84 mg, 0.80 mmol), the title compound (50 mg, 55%) was obtained. The reactants are CCCN1CCC(C#N)(NC(=O)C(N)CCC(C)(C)CC)CC1, C1CCOC1, CCN(C(C)C)C(C)C, C[n+]1ccccc1Cl, O=c1[nH]c(=S)c2ccc(F)cc2o1, [I-]. Yields the product CCCN1CCC(C#N)(NC(=O)C(CCC(C)(C)CC)Nc2nc(=O)oc3cc(F)ccc23)CC1. Reaction SMILES: [C:23](#[N:24])[C:25]1([NH:34][C:35]([CH:36]([CH2:37][CH2:38][C:39]([CH2:40][CH3:41])([CH3:42])[CH3:43])[NH2:44])=[O:45])[CH2:26][CH2:27][N:28]([CH2:31][CH2:32][CH3:33])[CH2:29][CH2:30]1.[CH2:55]1[O:56][CH2:57][CH2:58][CH2:59]1.[CH:46]([N:47]([CH2:48][CH3:49])[CH:50]([CH3:51])[CH3:52])([CH3:53])[CH3:54].[Cl:2][c:3]1[cH:4][cH:5][cH:6][cH:7][n+:8]1[CH3:9].[F:10][c:11]1[cH:12][c:13]2[c:14]([c:15](=[S:20])[nH:16][c:17](=[O:19])[o:18]2)[cH:21][cH:22]1.[I-:1]>>[F:10][c:11]1[cH:12][c:13]2[c:14]([c:15]([NH:44][CH:36]([C:35]([NH:34][C:25]3([C:23]#[N:24])[CH2:26][CH2:27][N:28]([CH2:31][CH2:32][CH3:33])[CH2:29][CH2:30]3)=[O:45])[CH2:37][CH2:38][C:39]([CH2:40][CH3:41])([CH3:42])[CH3:43])[n:16][c:17](=[O:19])[o:18]2)[cH:21][cH:22]1.